Task: describe an organic reaction: reactants, conditions, products, and yield. Dataset: the Open Reaction Database (ORD), a public repository of structured organic reaction records Reactants: O=S(=O)(Cl)c1ccccc1Cl, ClCCl, FC(F)(F)c1cccnc1C1CCNCC1, [Na+], O=C([O-])O. Product: O=S(=O)(c1ccccc1Cl)N1CCC(c2ncccc2C(F)(F)F)CC1. As a reaction SMILES: [Cl:17][c:18]1[c:19]([S:24](=[O:25])(=[O:26])[Cl:27])[cH:20][cH:21][cH:22][cH:23]1.[Cl:33][CH2:34][Cl:35].[F:1][C:2]([c:3]1[c:4]([CH:9]2[CH2:10][CH2:11][NH:12][CH2:13][CH2:14]2)[n:5][cH:6][cH:7][cH:8]1)([F:15])[F:16].[Na+:32].[O-:28][C:29]([OH:30])=[O:31]>>[F:1][C:2]([c:3]1[c:4]([CH:9]2[CH2:10][CH2:11][N:12]([S:24]([c:19]3[c:18]([Cl:17])[cH:23][cH:22][cH:21][cH:20]3)(=[O:25])=[O:26])[CH2:13][CH2:14]2)[n:5][cH:6][cH:7][cH:8]1)([F:15])[F:16].